From a dataset of the Open Reaction Database (ORD), a public repository of structured organic reaction records. describe an organic reaction: reactants, conditions, products, and yield Starting materials: FC(C=1C=C(CN(C2=NC=C(C=N2)OCCCC(=O)OCC)CC2=C(C=CC(=C2)C(F)(F)F)OC2=NC=NC(=C2)N(C)C)C=C(C1)C(F)(F)F)(F)F (Ethyl 4-(2-{(3,5-bis-trifluoromethyl-benzyl)-[2-(6-dimethylamino-pyrimidin-4-yloxy)-5-trifluoromethyl-benzyl]-amino}-pyrimidin-5-yloxy)-butyrate), Cl (hydrochloric acid), C(C)(=O)OCC (ethyl acetate), [OH-].[Na+] (sodium hydroxide). The solvent is C(C)O (ethanol). Reaction conditions: time 2 hour. Yields the product FC(C=1C=C(CN(C2=NC=C(C=N2)OCCCC(=O)O)CC2=C(C=CC(=C2)C(F)(F)F)OC2=NC=NC(=C2)N(C)C)C=C(C1)C(F)(F)F)(F)F (4-(2-{(3,5-bis-trifluoromethyl-benzyl)-[2-(6-dimethylamino-pyrimidin-4-yloxy)-5-trifluoromethyl-benzyl]-amino}-pyrimidin-5-yloxy)-butyric acid). The yield is 101.1%. As a reaction SMILES: [F:1][C:2]([F:52])([F:51])[C:3]1[CH:4]=[C:5]([CH:44]=[C:45]([C:47]([F:50])([F:49])[F:48])[CH:46]=1)[CH2:6][N:7]([CH2:23][C:24]1[CH:29]=[C:28]([C:30]([F:33])([F:32])[F:31])[CH:27]=[CH:26][C:25]=1[O:34][C:35]1[CH:40]=[C:39]([N:41]([CH3:43])[CH3:42])[N:38]=[CH:37][N:36]=1)[C:8]1[N:13]=[CH:12][C:11]([O:14][CH2:15][CH2:16][CH2:17][C:18]([O:20]CC)=[O:19])=[CH:10][N:9]=1.[OH-].[Na+].Cl.C(OCC)(=O)C>C(O)C>[F:52][C:2]([F:1])([F:51])[C:3]1[CH:4]=[C:5]([CH:44]=[C:45]([C:47]([F:48])([F:49])[F:50])[CH:46]=1)[CH2:6][N:7]([CH2:23][C:24]1[CH:29]=[C:28]([C:30]([F:31])([F:32])[F:33])[CH:27]=[CH:26][C:25]=1[O:34][C:35]1[CH:40]=[C:39]([N:41]([CH3:43])[CH3:42])[N:38]=[CH:37][N:36]=1)[C:8]1[N:9]=[CH:10][C:11]([O:14][CH2:15][CH2:16][CH2:17][C:18]([OH:20])=[O:19])=[CH:12][N:13]=1 |f:1.2|. Procedure details: Ethyl 4-(2-{(3,5-bis-trifluoromethyl-benzyl)-[2-(6-dimethylamino-pyrimidin-4-yloxy)-5-trifluoromethyl-benzyl]-amino}-pyrimidin-5-yloxy)-butyrate (110 mg) is dissolved in ethanol (5 ml) and thereto is added 1N-aqueous sodium hydroxide solution (1 ml) and the mixture is stirred at room temperature for 2 hours. To the reaction solution are added a 1N-hydrochloric acid and ethyl acetate, and the mixture is separated, and the organic layer is washed with a saturated brine, dried over magnesium sulfat... The reactants are CC(=O)O, CC(=O)O, OCCC(CO)COC(c1ccccc1)(c1ccccc1)c1ccccc1, CC(=O)O. The product is OC(c1ccccc1)(c1ccccc1)c1ccccc1. As a reaction SMILES: [C:1]([OH:2])(=[O:3])[CH3:4].[C:5]([OH:6])(=[O:7])[CH3:8].[C:9]([c:10]1[cH:11][cH:12][cH:13][cH:14][cH:15]1)([c:16]1[cH:17][cH:18][cH:19][cH:20][cH:21]1)([c:22]1[cH:23][cH:24][cH:25][cH:26][cH:27]1)[O:28][CH2:29][CH:30]([CH2:31][CH2:32][OH:33])[CH2:34][OH:35].[CH3:36][C:37](=[O:38])[OH:39]>>[C:9]([c:10]1[cH:11][cH:12][cH:13][cH:14][cH:15]1)([c:16]1[cH:17][cH:18][cH:19][cH:20][cH:21]1)([c:22]1[cH:23][cH:24][cH:25][cH:26][cH:27]1)[OH:28]. Reactants: COC(=O)NC=CC1=CC=C(C=C1)OC(C)=O (p-(2-methoxycarbonylaminovinyl)-acetoxybenzene), C[O-].[Na+] (sodium methoxide). Run in CO (methanol), CO (methanol). Conditions: temperature 50 celsius. The product is COC(=O)NC=CC1=CC=C(C=C1)O (p-(2-methoxycarbonylaminovinyl)-phenol). As a reaction SMILES: [CH3:1][O:2][C:3]([NH:5][CH:6]=[CH:7][C:8]1[CH:13]=[CH:12][C:11]([O:14]C(=O)C)=[CH:10][CH:9]=1)=[O:4].C[O-].[Na+]>CO>[CH3:1][O:2][C:3]([NH:5][CH:6]=[CH:7][C:8]1[CH:9]=[CH:10][C:11]([OH:14])=[CH:12][CH:13]=1)=[O:4] |f:1.2|. Procedure details: A suspension of 23.5 g (0.1 mol) of p-(2-methoxycarbonylaminovinyl)-acetoxybenzene in 300 ml of absolute methanol, which is mixed with a solution of 5.4 g of sodium methoxide in 30 ml of methanol, is warmed to 50° C. for 15 minutes. Thereafter the mixture is evaporated to dryness under reduced pressure. The resulting crude sodium salt of [2-methoxy-carbonylaminovinyl]-phenol is dissolved in 100 ml of water, 50 ml of 2 N hydrochloric acid are added to the solution and the phenol which has separat... The reactants are CCC1(C)OC2COC(CBr)OCC2O1, C=C1OCC2OC(C)(C)OC2CO1. The product is C=C1OCC2OC(C)(CC)OC2CO1. As a reaction SMILES: [Br:14][CH2:15][CH:16]1[O:17][CH2:18][CH:19]2[O:20][C:21]([CH3:26])([CH2:27][CH3:28])[O:22][CH:23]2[CH2:24][O:25]1.[CH2:1]=[C:2]1[O:3][CH2:4][CH:5]2[CH:6]([O:7][C:8]([CH3:9])([CH3:10])[O:11]2)[CH2:12][O:13]1>>[CH2:15]=[C:16]1[O:17][CH2:18][CH:19]2[O:20][C:21]([CH3:26])([CH2:27][CH3:28])[O:22][CH:23]2[CH2:24][O:25]1. The reactants are O=C([O-])[O-], CN(C)C=O, Fc1ccc2c(CCCCl)noc2c1, [I-], [K+], [K+], [K+], C1CC2(CCN1)OCCO2. Yields the product Cl, Fc1ccc2c(CCCN3CCC4(CC3)OCCO4)noc2c1. RXN SMILES: [C:25](=[O:26])([O-:27])[O-:28].[CH3:33][N:34]([CH3:35])[CH:36]=[O:37].[Cl:11][CH2:12][CH2:13][CH2:14][c:15]1[n:16][o:17][c:18]2[c:19]1[cH:20][cH:21][c:22]([F:24])[cH:23]2.[I-:32].[K+:29].[K+:30].[K+:31].[O:1]1[CH2:2][CH2:3][O:4][C:5]12[CH2:6][CH2:7][NH:8][CH2:9][CH2:10]2>>[ClH:11].[O:1]1[CH2:2][CH2:3][O:4][C:5]12[CH2:6][CH2:7][N:8]([CH2:12][CH2:13][CH2:14][c:15]1[n:16][o:17][c:18]3[c:19]1[cH:20][cH:21][c:22]([F:24])[cH:23]3)[CH2:9][CH2:10]2. Reactants: FC(F)(F)c1cccnc1N1CCN(c2nc3ccc(Br)cc3[nH]2)CC1, COCCOC, CCOC(C)=O, [Cl-], OB(O)c1ccc(F)c(F)c1, [Li+], [Na+], [Na+], O=C([O-])[O-], c1ccc(P(c2ccccc2)(c2ccccc2)[Pd](P(c2ccccc2)(c2ccccc2)c2ccccc2)(P(c2ccccc2)(c2ccccc2)c2ccccc2)P(c2ccccc2)(c2ccccc2)c2ccccc2)cc1. Yields the product Fc1ccc(-c2ccc3nc(N4CCN(c5ncccc5C(F)(F)F)CC4)[nH]c3c2)cc1F. RXN SMILES: [Br:12][c:13]1[cH:14][cH:15][c:16]2[c:17]([nH:18][c:19]([N:21]3[CH2:22][CH2:23][N:24]([c:27]4[n:28][cH:29][cH:30][cH:31][c:32]4[C:33]([F:34])([F:35])[F:36])[CH2:25][CH2:26]3)[n:20]2)[cH:37]1.[CH3:46][O:47][CH2:48][CH2:49][O:50][CH3:51].[CH3:52][CH2:53][O:54][C:55]([CH3:56])=[O:57].[Cl-:39].[F:1][c:2]1[cH:3][c:4]([B:9]([OH:10])[OH:11])[cH:5][cH:6][c:7]1[F:8].[Li+:38].[Na+:40].[Na+:41].[O-:42][C:43](=[O:44])[O-:45].[cH:58]1[cH:59][cH:60][c:61]([P:62]([Pd:63]([P:64]([c:65]2[cH:66][cH:67][cH:68][cH:69][cH:70]2)([c:71]2[cH:72][cH:73][cH:74][cH:75][cH:76]2)[c:77]2[cH:78][cH:79][cH:80][cH:81][cH:82]2)([P:83]([c:84]2[cH:85][cH:86][cH:87][cH:88][cH:89]2)([c:90]2[cH:91][cH:92][cH:93][cH:94][cH:95]2)[c:96]2[cH:97][cH:98][cH:99][cH:100][cH:101]2)[P:102]([c:103]2[cH:104][cH:105][cH:106][cH:107][cH:108]2)([c:109]2[cH:110][cH:111][cH:112][cH:113][cH:114]2)[c:115]2[cH:116][cH:117][cH:118][cH:119][cH:120]2)([c:121]2[cH:122][cH:123][cH:124][cH:125][cH:126]2)[c:127]2[cH:128][cH:129][cH:130][cH:131][cH:132]2)[cH:133][cH:134]1>>[F:1][c:2]1[cH:3][c:4](-[c:13]2[cH:14][cH:15][c:16]3[c:17]([nH:18][c:19]([N:21]4[CH2:22][CH2:23][N:24]([c:27]5[n:28][cH:29][cH:30][cH:31][c:32]5[C:33]([F:34])([F:35])[F:36])[CH2:25][CH2:26]4)[n:20]3)[cH:37]2)[cH:5][cH:6][c:7]1[F:8]. The reactants are C(=O)([O-])C(O)C(O)C(=O)[O-].[Na+].[Na+] (sodium tartrate), S(O)(O)(=O)=O (sulfuric acid). The product is C(C(O)C(O)C(=O)O)(=O)O (Tartaric acid), C(=O)([O-])C(O)C(O)C(=O)[O-].[Na+].[Na+] (sodium tartrate). Reaction SMILES: [C:1]([CH:4]([CH:6]([C:8]([O-:10])=[O:9])[OH:7])[OH:5])([O-:3])=[O:2].[Na+:11].[Na+].S(=O)(=O)(O)O>>[C:8]([OH:10])(=[O:9])[CH:6]([CH:4]([C:1]([OH:3])=[O:2])[OH:5])[OH:7].[C:1]([CH:4]([CH:6]([C:8]([O-:10])=[O:9])[OH:7])[OH:5])([O-:3])=[O:2].[Na+:11].[Na+:11] |f:0.1.2,5.6.7|. Reported procedure: A 12% sodium tartrate solution was reacted at 30° C. according to the invention with 10% sulfuric acid. 65 g Tartaric acid were obtained from 85 g of sodium tartrate. In addition, 62 g of sodium sulfate were produced. Reactants: O1CC1COC1=CC=CC2=CC=CC=C12 (1,2-epoxy-3-(1-naphthoxy)propane), ClC1=CC=C(C=C1)C1(CCNCC1)C(=O)OCC (4-(p-chlorophenyl)-4-ethoxycarbonylpiperidine). The solvent is C(C)O (ethanol). Yields the product ClC1=CC=C(C=C1)C1(CCN(CC1)CC(COC1=CC=CC2=CC=CC=C12)O)C(=O)OCC (3-[4-(p-chlorophenyl)-4-ethoxycarbonylpiperidino]-1-(1-naphthoxy)-2-propanol). As a reaction SMILES: [O:1]1[CH:3]([CH2:4][O:5][C:6]2[C:15]3[C:10](=[CH:11][CH:12]=[CH:13][CH:14]=3)[CH:9]=[CH:8][CH:7]=2)[CH2:2]1.[Cl:16][C:17]1[CH:22]=[CH:21][C:20]([C:23]2([C:29]([O:31][CH2:32][CH3:33])=[O:30])[CH2:28][CH2:27][NH:26][CH2:25][CH2:24]2)=[CH:19][CH:18]=1>C(O)C>[Cl:16][C:17]1[CH:22]=[CH:21][C:20]([C:23]2([C:29]([O:31][CH2:32][CH3:33])=[O:30])[CH2:24][CH2:25][N:26]([CH2:2][CH:3]([OH:1])[CH2:4][O:5][C:6]3[C:15]4[C:10](=[CH:11][CH:12]=[CH:13][CH:14]=4)[CH:9]=[CH:8][CH:7]=3)[CH2:27][CH2:28]2)=[CH:19][CH:18]=1. Procedure details: To a solution of 5.0 parts of 1,2-epoxy-3-(1-naphthoxy)propane in 79 parts of ethanol is added 5.0 parts of 4-(p-chlorophenyl)-4-ethoxycarbonylpiperidine. The resulting mixture is then refluxed for 24 hours. The solvent is stripped from the reaction mixture under reduced pressure to afford 3-[4-(p-chlorophenyl)-4-ethoxycarbonylpiperidino]-1-(1-naphthoxy)-2-propanol. This material is dissolved in isopropanol and treated with a solution of hydrochloric acid in isopropanol. The resulting salt is se... Reaction SMILES: [CH3:1][S:2]([Cl:3])(=[O:4])=[O:5].[CH:33]([N:34]([CH2:35][CH3:36])[CH:37]([CH3:38])[CH3:39])([CH3:40])[CH3:41].[Cl:42][CH2:43][Cl:44].[NH2:6][CH2:7][CH2:8][CH2:9][O:10][c:11]1[c:12]([C:29]([F:30])([F:31])[F:32])[cH:13][c:14](-[c:17]2[cH:18][c:19]3[c:20]([c:21]([C:23]#[N:24])[n:22]2)[n:25][cH:26][n:27]3[CH3:28])[cH:15][cH:16]1>>[CH3:1][S:2](=[O:4])(=[O:5])[NH:6][CH2:7][CH2:8][CH2:9][O:10][c:11]1[c:12]([C:29]([F:30])([F:31])[F:32])[cH:13][c:14](-[c:17]2[cH:18][c:19]3[c:20]([c:21]([C:23]#[N:24])[n:22]2)[n:25][cH:26][n:27]3[CH3:28])[cH:15][cH:16]1. Product: Cn1cnc2c(C#N)nc(-c3ccc(OCCCNS(C)(=O)=O)c(C(F)(F)F)c3)cc21. Reactants: CS(=O)(=O)Cl, CCN(C(C)C)C(C)C, ClCCl, Cn1cnc2c(C#N)nc(-c3ccc(OCCCN)c(C(F)(F)F)c3)cc21.